This data is from the Open Reaction Database (ORD), a public repository of structured organic reaction records. The task is: describe an organic reaction: reactants, conditions, products, and yield The reactants are C1(=CC=CC2=CC=CC=C12)O (1-naphthol), O.C1(=CC=C(C=C1)S(=O)(=O)O)C (p-toluenesulfonic acid monohydrate), C1=CC=CCC1 (1,3-cyclohexadiene). The solvent is C1(=CC=CC=C1)C (toluene). Product: C1=CC=CC=2C=CC=3C4=C(OC3C12)CCCC4 (7,8,9,10-tetrahydrobenzo[b]naphtho[2,1-d]furan). The yield is 25.0%. Reaction SMILES: [C:1]1([OH:11])[C:10]2[C:5](=[CH:6][CH:7]=[CH:8][CH:9]=2)[CH:4]=[CH:3][CH:2]=1.O.[C:13]1(C)[CH:18]=[CH:17][C:16](S(O)(=O)=O)=[CH:15][CH:14]=1.C1CCC=CC=1>C1(C)C=CC=CC=1>[CH:9]1[C:10]2[C:1]3[O:11][C:14]4[CH2:15][CH2:16][CH2:17][CH2:18][C:13]=4[C:2]=3[CH:3]=[CH:4][C:5]=2[CH:6]=[CH:7][CH:8]=1 |f:1.2|. Reported procedure: 144 g of 1-naphthol, 190 g of p-toluenesulfonic acid monohydrate, 80.1 g of 1,3-cyclohexadiene and 4 L of toluene were placed in a flask. The resulting mixture was stirred under reflux for 24 hours. After cooling to room temperature, the reaction solution was washed with 600 mL of water. After drying an organic phase with magnesium sulfate, the solvent was distilled off under reduced pressure. Residues were purified by silica gel column chromatography, whereby 55.5 g (yield: 25%) of 7,8,9,10-tet... The reactants are CCN=C=NCCCN(C)C.Cl (EDC HCl), C(C)OC(=O)C1(CCN(CC1)C(=O)OC(C)(C)C)C(=O)O (piperidine-1,4,4-tricarboxylic acid 1-tert-butyl ester 4-ethyl ester), ON1N=NC2=C1C=CC=C2 (1-hydroxybenzotriazole), CNC (Dimethylamine). Run in O (Water), C1CCOC1 (THF). Reaction conditions: time 30 minute. Product: C(C)OC(=O)C1(CCN(CC1)C(=O)OC(C)(C)C)C(N(C)C)=O (4-dimethylcarbamoyl-piperidine-1,4-dicarboxylic acid 1-tert-butyl ester 4-ethyl ester). Reaction SMILES: [CH2:1]([O:3][C:4]([C:6]1([C:19]([OH:21])=O)[CH2:11][CH2:10][N:9]([C:12]([O:14][C:15]([CH3:18])([CH3:17])[CH3:16])=[O:13])[CH2:8][CH2:7]1)=[O:5])[CH3:2].ON1C2C=CC=CC=2N=N1.[CH3:32][NH:33][CH3:34].CCN=C=NCCCN(C)C.Cl>O.C1COCC1>[CH2:1]([O:3][C:4]([C:6]1([C:19](=[O:21])[N:33]([CH3:34])[CH3:32])[CH2:11][CH2:10][N:9]([C:12]([O:14][C:15]([CH3:18])([CH3:17])[CH3:16])=[O:13])[CH2:8][CH2:7]1)=[O:5])[CH3:2] |f:3.4|. Procedure details: THF (5 ml) charged in to a R B flask followed by the addition of piperidine-1,4,4-tricarboxylic acid 1-tert-butyl ester 4-ethyl ester (0.5 g) and 1-hydroxybenzotriazole (0.38 g). Allowed to stir the reaction mixture at 25-300 C for 30 mins. Dimethylamine (0.75 mL) followed by EDC HCl (0.38 g) was added in to the above reaction mixture at 25-300 C. Allowed the reaction mixture to stir at 25-300 C for 1-2 hrs. Reaction is followed by TLC. The reaction mixture concentrated under vacuum using rota v... Reactants: CC(=O)O, ClI, Cc1cc(N)nc(N)n1, [Na+], [OH-], O. Yields the product Cc1nc(N)nc(N)c1I. Reaction SMILES: [CH3:14][C:15](=[O:16])[OH:17].[I:10][Cl:11].[NH2:1][c:2]1[n:3][c:4]([CH3:9])[cH:5][c:6]([NH2:8])[n:7]1.[Na+:13].[OH-:12].[OH2:18]>>[NH2:1][c:2]1[n:3][c:4]([CH3:9])[c:5]([I:10])[c:6]([NH2:8])[n:7]1. Reactants: Cl (hydrochloric acid), OC1=C(C=C(C=C1[N+](=O)[O-])C(=O)C=1C(=NC=CC1)C(F)(F)F)OC ((4-hydroxy-3-methoxy-5-nitrophenyl)(2-(trifluoromethyl)pyridin-3-yl)methanone), N1=CC=CC=C1 (pyridine), [Cl-].[Al+3].[Cl-].[Cl-] (aluminium chloride). Run in ClCCCl (1,2-dichloroethane). Reaction conditions: temperature 80 celsius, time 2 hour. Yields the product OC=1C=C(C=C(C1O)[N+](=O)[O-])C(=O)C=1C(=NC=CC1)C(F)(F)F ((3,4-dihydroxy-5-nitrophenyl)(2-(trifluoromethyl)pyridin-3-yl)methanone). RXN SMILES: [OH:1][C:2]1[C:7]([N+:8]([O-:10])=[O:9])=[CH:6][C:5]([C:11]([C:13]2[C:14]([C:19]([F:22])([F:21])[F:20])=[N:15][CH:16]=[CH:17][CH:18]=2)=[O:12])=[CH:4][C:3]=1[O:23]C.[Cl-].[Al+3].[Cl-].[Cl-].N1C=CC=CC=1.Cl>ClCCCl>[OH:23][C:3]1[CH:4]=[C:5]([C:11]([C:13]2[C:14]([C:19]([F:22])([F:20])[F:21])=[N:15][CH:16]=[CH:17][CH:18]=2)=[O:12])[CH:6]=[C:7]([N+:8]([O-:10])=[O:9])[C:2]=1[OH:1] |f:1.2.3.4|. Procedure details: To a stirred solution of (4-hydroxy-3-methoxy-5-nitrophenyl)(2-(trifluoromethyl)pyridin-3-yl)methanone (0.287 g, 0.84 mmol) in 1,2-dichloroethane (10 mL) cooled in an ice-water bath was added aluminium chloride (0.14 g, 1.05 mmol) in one portion followed by pyridine (0.26 g, 3.35 mmol) dropwise. The resulting red suspension was stirred at 80° C. for two hours, then cooled to room temperature and poured onto cold 2 N aqueous hydrochloric acid (100 mL). The precipitate was filtered off, washed wit...